Task: describe an organic reaction: reactants, conditions, products, and yield. Dataset: the Open Reaction Database (ORD), a public repository of structured organic reaction records The reactants are CCOC(=O)C1CCC(NC(=O)c2cc3cc(Cl)ccc3[nH]2)C(NC(=O)OC(C)(C)C)C1, [Li]CC(C)C, CCCCCC, [Cl-], ClCCl, [H-], [NH4+]. Yields the product CC(C)(C)OC(=O)NC1CC(CO)CCC1NC(=O)c1cc2cc(Cl)ccc2[nH]1. RXN SMILES: [C:1]([CH3:2])([CH3:3])([CH3:4])[O:5][C:6](=[O:7])[NH:8][CH:9]1[CH:10]([NH:20][C:21](=[O:22])[c:23]2[nH:24][c:25]3[cH:26][cH:27][c:28]([Cl:32])[cH:29][c:30]3[cH:31]2)[CH2:11][CH2:12][CH:13]([C:15](=[O:16])[O:17][CH2:18][CH3:19])[CH2:14]1.[CH2:40]([Li:41])[CH:42]([CH3:43])[CH3:44].[CH3:33][CH2:34][CH2:35][CH2:36][CH2:37][CH3:38].[Cl-:45].[Cl:47][CH2:48][Cl:49].[H-:39].[NH4+:46]>>[C:1]([CH3:2])([CH3:3])([CH3:4])[O:5][C:6](=[O:7])[NH:8][CH:9]1[CH:10]([NH:20][C:21](=[O:22])[c:23]2[nH:24][c:25]3[cH:26][cH:27][c:28]([Cl:32])[cH:29][c:30]3[cH:31]2)[CH2:11][CH2:12][CH:13]([CH2:15][OH:16])[CH2:14]1. Starting materials: C(CCC)[Li] (n-Butyl lithium), heptanes, C1(=CC=C(C=C1)SC1=C(C=CC=C1)Br)C (2-(4-tolylsulfanyl)-phenyl bromide), C(C1=CC=CC=C1)ON1CCC(CC1)=O (N-benzyloxy-4-piperidone), O1CCCC1 (tetrahydrofuran), O1CCCC1 (tetrahydrofuran). The solvent is heptanes. Run at temperature -15 celsius. The product is C(C1=CC=CC=C1)(=O)N1CCC(CC1)(C1=C(C=CC=C1)SC1=CC=C(C=C1)C)O (1-benzoyl-4-hydroxy-4-[2-(4-methylphenylsulfanyl)phenyl]piperidine). RXN SMILES: [C:1]1([CH3:15])[CH:6]=[CH:5][C:4]([S:7][C:8]2[CH:13]=[CH:12][CH:11]=[CH:10][C:9]=2Br)=[CH:3][CH:2]=1.[CH2:16]([Li])[CH2:17][CH2:18]C.C(O[N:29]1[CH2:34][CH2:33][C:32](=[O:35])[CH2:31][CH2:30]1)C1C=CC=CC=1.[O:36]1[CH2:40][CH2:39][CH2:38][CH2:37]1>>[C:40]([N:29]1[CH2:34][CH2:33][C:32]([OH:35])([C:9]2[CH:10]=[CH:11][CH:12]=[CH:13][C:8]=2[S:7][C:4]2[CH:5]=[CH:6][C:1]([CH3:15])=[CH:2][CH:3]=2)[CH2:31][CH2:30]1)(=[O:36])[C:39]1[CH:18]=[CH:17][CH:16]=[CH:37][CH:38]=1. Reported procedure: 2-(4-tolylsulfanyl)-phenyl bromide (6.98 g, 25 mmol) was dissolved in heptanes (40 mL) and dry tetrahydrofuran (4.1 mL) and after 1.5 hrs the reaction mixture was cooled down to 0° C. under an atmosphere of nitrogen. n-Butyl lithium in heptanes 2.7 M (9.8 mL, 26.5 mmol) was added at 0° C. and after 45 minutes the reaction mixture was cooled to −15° C. A solution of N-benzyloxy-4-piperidone (5.08 g, 25 mmol) in dry tetrahydrofuran (40 mL) was added to the reaction mixture maintaining the temperat... Reactants: IC1=NC=CC=C1 (2-iodopyridine), C(CC#C)C1=NC2=C(N1C(C)C)C=CC=C2 (2-(but-3-ynyl)-1-isopropyl-1H-benzo[d]imidazole). The product is C(C)(C)N1C(=NC2=C1C=CC=C2)CCC#CC2=NC=CC=C2 (1-Isopropyl-2-(4-(pyridin-2-yl)but-3-ynyl)-1H-benzo[d]imidazole), N1C=NC2=C1C=CC=C2 (1H-benzo[d]imidazole). Yield: 41.0%. Reaction SMILES: I[C:2]1[CH:7]=[CH:6][CH:5]=[CH:4][N:3]=1.[CH2:8]([C:12]1[N:16]([CH:17]([CH3:19])[CH3:18])[C:15]2[CH:20]=[CH:21][CH:22]=[CH:23][C:14]=2[N:13]=1)[CH2:9][C:10]#[CH:11]>>[CH:17]([N:16]1[C:15]2[CH:20]=[CH:21][CH:22]=[CH:23][C:14]=2[N:13]=[C:12]1[CH2:8][CH2:9][C:10]#[C:11][C:2]1[CH:7]=[CH:6][CH:5]=[CH:4][N:3]=1)([CH3:19])[CH3:18].[NH:13]1[C:14]2[CH:23]=[CH:22][CH:21]=[CH:20][C:15]=2[N:16]=[CH:12]1. Reported procedure: The title compound was prepared in accordance with the general method of Example 192(A), from 2-iodopyridine (81 mg, 0.39 mmol) and 2-(but-3-ynyl)-1-isopropyl-1H-benzo[d]imidazole (84 mg, 0.39 mmol). The crude residue was purified over silicagel chromatography (prepacked 5 g silicagel column, DCM/MeOH: from 100/0 to 96/4 as eluent) to afford 47 mg of 1-isopropyl-2-(pyridin-2-yl)but-3-ynyl)-1H-benzo[d]imidazole as a light brown oil (Yield: 41%). Starting materials: ClC1=CC=C(N=N1)C(=O)OCC (ethyl 6-chloro-3-pyridazinecarboxylate), COC(C1=CC(C(=O)OC)=C(C=C1)N)=O (dimethyl-4-aminoisophthalate). Solvent: C(Cl)(Cl)Cl (chloroform). Product: O=C1N2C(=NC=3C=CC(=CC13)C(=O)OC)C=CC(=N2)C(=O)OCC (2-ethyl 8-methyl 10-oxo-10H-pyridazino[6,1-b]quinazoline-2,8-dicarboxylate). RXN SMILES: Cl[C:2]1[N:7]=[N:6][C:5]([C:8]([O:10][CH2:11][CH3:12])=[O:9])=[CH:4][CH:3]=1.[CH3:13][O:14][C:15](=[O:27])[C:16]1[CH:25]=[CH:24][C:23]([NH2:26])=[C:18]([C:19](OC)=[O:20])[CH:17]=1>C(Cl)(Cl)Cl>[O:20]=[C:19]1[C:18]2[CH:17]=[C:16]([C:15]([O:14][CH3:13])=[O:27])[CH:25]=[CH:24][C:23]=2[N:26]=[C:2]2[CH:3]=[CH:4][C:5]([C:8]([O:10][CH2:11][CH3:12])=[O:9])=[N:6][N:7]12. Reported procedure: A mixture of ethyl 6-chloro-3-pyridazinecarboxylate (0.29 g, 1.55 mmol, Example 1, Step A) and dimethyl 4-aminoisophthalate (0.36 g, 1.72 mmol, Example 1, Step B) was heated as a melt at 165°-170° C. for 30 min. The oil was dissolved into chloroform, washed with 10% ammonium hydroxide solution, dried (MgSO4) , filtered and concentrated. Medium pressure chromatography (silica gel, chloroform to 1% methanol in chloroform) of the crude oily-solid afforded 2-ethyl 8-methyl 10-oxo-10H-pyridazino[6,1-... The reactants are C(C)(C)(C)OC(=O)N1CC2N=C(OC2C1)NC=1C=C2C(=NC=NC2=CC1)NC1=CC(=C(C=C1)OC=1C=NC(=CC1)C)C (2-{4-[3-methyl-4-(6-methylpyridin-3-yloxy)-phenylamino]-quinazolin-6-ylamino}-3a,4,6,6a-tetrahydropyrrolo[3,4-d]oxazole-5-carboxylic acid tert-butyl ester), C(=O)(C(F)(F)F)O (TFA). Solvent: C(Cl)Cl (methylene chloride). Product: CC=1C=C(C=CC1OC=1C=NC(=CC1)C)NC1=NC=NC2=CC=C(C=C12)NC=1OC2C(N1)CNC2 (N4-[3-Methyl-4-(6-methylpyridin-3-yloxy)-phenyl]-N6-(4,5,6,6a-tetrahydro-3aH-pyrrolo[3,4-d]oxazol-2-yl)-quinazoline-4,6-diamine). As a reaction SMILES: C(OC([N:8]1[CH2:15][CH:14]2[CH:10]([N:11]=[C:12]([NH:16][C:17]3[CH:18]=[C:19]4[C:24](=[CH:25][CH:26]=3)[N:23]=[CH:22][N:21]=[C:20]4[NH:27][C:28]3[CH:33]=[CH:32][C:31]([O:34][C:35]4[CH:36]=[N:37][C:38]([CH3:41])=[CH:39][CH:40]=4)=[C:30]([CH3:42])[CH:29]=3)[O:13]2)[CH2:9]1)=O)(C)(C)C.C(O)(C(F)(F)F)=O>C(Cl)Cl>[CH3:42][C:30]1[CH:29]=[C:28]([NH:27][C:20]2[C:19]3[C:24](=[CH:25][CH:26]=[C:17]([NH:16][C:12]4[O:13][CH:14]5[CH2:15][NH:8][CH2:9][CH:10]5[N:11]=4)[CH:18]=3)[N:23]=[CH:22][N:21]=2)[CH:33]=[CH:32][C:31]=1[O:34][C:35]1[CH:36]=[N:37][C:38]([CH3:41])=[CH:39][CH:40]=1. Procedure: N4-[3-Methyl-4-(6-methylpyridin-3-yloxy)-phenyl]-N6-(4,5,6,6a-tetrahydro-3aH-pyrrolo[3,4-d]oxazol-2-yl)-quinazoline-4,6-diamine is prepared from 2-{4-[3-methyl-4-(6-methylpyridin-3-yloxy)-phenylamino]-quinazolin-6-ylamino}-3a,4,6,6a-tetrahydropyrrolo[3,4-d]oxazole-5-carboxylic acid tert-butyl ester by standard BOC deprotection methods using TFA in methylene chloride. MS APCI (+) m/z 468 (M+1) detected; 1H NMR (400 mHz, CD3OD) δ 8.42 (s, 1H), 8.21 (bs, 1H), 8.13 (d, 1H), 7.68 (m, 2H), 7.60 (m, 2H... Reactants: COCCCn1ncc2ccc(CCl)cc21, COc1ccccc1COCCCOc1ccc(C2CCN(C(=O)OC(C)(C)C)CC2O)cc1. RXN SMILES: [Cl:35][CH2:36][c:37]1[cH:38][cH:39][c:40]2[cH:41][n:42][n:43]([CH2:46][CH2:47][CH2:48][O:49][CH3:50])[c:44]2[cH:45]1.[OH:1][CH:2]1[CH2:3][N:4]([C:28](=[O:29])[O:30][C:31]([CH3:32])([CH3:33])[CH3:34])[CH2:5][CH2:6][CH:7]1[c:8]1[cH:9][cH:10][c:11]([O:14][CH2:15][CH2:16][CH2:17][O:18][CH2:19][c:20]2[c:21]([O:26][CH3:27])[cH:22][cH:23][cH:24][cH:25]2)[cH:12][cH:13]1>>[O:1]([CH:2]1[CH2:3][N:4]([C:28](=[O:29])[O:30][C:31]([CH3:32])([CH3:33])[CH3:34])[CH2:5][CH2:6][CH:7]1[c:8]1[cH:9][cH:10][c:11]([O:14][CH2:15][CH2:16][CH2:17][O:18][CH2:19][c:20]2[c:21]([O:26][CH3:27])[cH:22][cH:23][cH:24][cH:25]2)[cH:12][cH:13]1)[CH2:36][c:37]1[cH:38][cH:39][c:40]2[cH:41][n:42][n:43]([CH2:46][CH2:47][CH2:48][O:49][CH3:50])[c:44]2[cH:45]1. Yields the product COCCCn1ncc2ccc(COC3CN(C(=O)OC(C)(C)C)CCC3c3ccc(OCCCOCc4ccccc4OC)cc3)cc21. The reactants are COc1ccc(C=O)c(Br)c1O, COS(=O)(=O)OC, [K+], [K+], O=C([O-])[O-], CN(C)C=O. Product: COc1ccc(C=O)c(Br)c1OC. RXN SMILES: [Br:1][c:2]1[c:3]([CH:4]=[O:5])[cH:6][cH:7][c:8]([O:11][CH3:12])[c:9]1[OH:10].[CH3:19][O:20][S:21]([O:22][CH3:23])(=[O:24])=[O:25].[K+:13].[K+:14].[O-:15][C:16]([O-:17])=[O:18].[O:26]=[CH:27][N:28]([CH3:29])[CH3:30]>>[Br:1][c:2]1[c:3]([CH:4]=[O:5])[cH:6][cH:7][c:8]([O:11][CH3:12])[c:9]1[O:10][CH3:16]. Reactants: [Li]C(C)(C)C, CCCc1cccc(OCOC)c1, CN(C)C=O, CCCCCC, [Cl-], [NH4+]. The product is CCCc1ccc(C=O)c(OCOC)c1. RXN SMILES: [C:1]([Li:2])([CH3:3])([CH3:4])[CH3:5].[CH3:12][O:13][CH2:14][O:15][c:16]1[cH:17][c:18]([CH2:22][CH2:23][CH3:24])[cH:19][cH:20][cH:21]1.[CH3:27][N:28]([CH:29]=[O:30])[CH3:31].[CH3:6][CH2:7][CH2:8][CH2:9][CH2:10][CH3:11].[Cl-:25].[NH4+:26]>>[CH3:12][O:13][CH2:14][O:15][c:16]1[cH:17][c:18]([CH2:22][CH2:23][CH3:24])[cH:19][cH:20][c:21]1[CH:29]=[O:30]. Starting materials: COC=1C=C2C(=NN(C2=CC1OC)CC1=CC(=C(C=C1)OC)OC)CO (5,6-dimethoxy-1-(3,4-dimethoxybenzyl)-3-hydroxymethyl-1H-indazole), CCCCCC (hexane), S(=O)(Cl)Cl (thionyl chloride), C(C)(=O)OCC (ethyl acetate). Run in ClCCl (dichloromethane), ClCCl (dichloromethane). The product is ClCC1=NN(C2=CC(=C(C=C12)OC)OC)CC1=CC(=C(C=C1)OC)OC (3-Chloromethyl-5,6-dimethoxy-1-(3,4-dimethoxybenzyl)-1H-indazole). RXN SMILES: [CH3:1][O:2][C:3]1[CH:4]=[C:5]2[C:9](=[CH:10][C:11]=1[O:12][CH3:13])[N:8]([CH2:14][C:15]1[CH:20]=[CH:19][C:18]([O:21][CH3:22])=[C:17]([O:23][CH3:24])[CH:16]=1)[N:7]=[C:6]2[CH2:25]O.S(Cl)([Cl:29])=O.C(OCC)(=O)C.CCCCCC>ClCCl>[Cl:29][CH2:25][C:6]1[C:5]2[C:9](=[CH:10][C:11]([O:12][CH3:13])=[C:3]([O:2][CH3:1])[CH:4]=2)[N:8]([CH2:14][C:15]2[CH:20]=[CH:19][C:18]([O:21][CH3:22])=[C:17]([O:23][CH3:24])[CH:16]=2)[N:7]=1. Procedure details: In 1500 ml of dichloromethane was dissolved 184.0 g of 5,6-dimethoxy-1-(3,4-dimethoxybenzyl)-3-hydroxymethyl-1H-indazole at room temperature, followed by stirring under cooling with ice. To the solution was added dropwise 75.4 ml of thionyl chloride over 20 minutes. One minute later, the spot of the starting material on a thin layer chromatogram (ethyl acetate:hexane=2:1) disappeared. The reaction mixture was warmed to room temperature, and 3500 ml of dichloromethane was added thereto. The mixtu... Starting materials: [H-].[Na+] (sodium hydride), BrCC(=O)OC (methyl bromoacetate), ice water, ClC1=CC=C(C=C1)C(CC(C)=O)=O (1-(4-chlorophenyl)butane-1,3-dione). Run in CS(=O)C (dimethyl sulfoxide), CS(=O)C (dimethyl sulfoxide), CS(=O)C (dimethyl sulfoxide). Reaction conditions: temperature 20 celsius, time 30 minute. The product is ClC1=CC=C(C=C1)C(=O)C(CC(=O)OC)C(C)=O (Methyl 3-[(4-chlorophenyl)carbonyl]-4-oxopentanoate). Isolated yield 56.6%. As a reaction SMILES: [Cl:1][C:2]1[CH:7]=[CH:6][C:5]([C:8](=[O:13])[CH2:9][C:10](=[O:12])[CH3:11])=[CH:4][CH:3]=1.[H-].[Na+].Br[CH2:17][C:18]([O:20][CH3:21])=[O:19]>CS(C)=O>[Cl:1][C:2]1[CH:3]=[CH:4][C:5]([C:8]([CH:9]([C:10](=[O:12])[CH3:11])[CH2:17][C:18]([O:20][CH3:21])=[O:19])=[O:13])=[CH:6][CH:7]=1 |f:1.2|. Procedure: A solution of 10 g (51 mmol) of 1-(4-chlorophenyl)butane-1,3-dione (commercially available) dissolved in dimethyl sulfoxide was slowly added dropwise to 2.237 g (56 mmol) of sodium hydride in 200 ml of dimethyl sulfoxide such that the temperature did not exceed 30° C. The mixture was stirred at 20° C. for another 30 minutes. 8.558 g (56 mmol) of methyl bromoacetate in a little dimethyl sulfoxide were then slowly added dropwise at 0° C. The mixture was stirred at 20° C. for 4 hours. The reaction ...